This data is from the Open Reaction Database (ORD), a public repository of structured organic reaction records. The task is: describe an organic reaction: reactants, conditions, products, and yield The reactants are CC(C)(C)OC(=O)N1CCC=C(C(=O)O)C1, CCCCCC, CC(C)NC(C)C, Cl, [Li]CCCC, C1CCOC1. The product is CC(C)(C)OC(=O)N1CC=CC(C(=O)O)C1. Reaction SMILES: [C:1]([CH3:2])([CH3:3])([CH3:4])[O:5][C:6](=[O:7])[N:8]1[CH2:9][C:10]([C:14](=[O:15])[OH:16])=[CH:11][CH2:12][CH2:13]1.[CH3:22][CH2:23][CH2:24][CH2:25][CH2:26][CH3:27].[CH:28]([NH:29][CH:30]([CH3:31])[CH3:32])([CH3:33])[CH3:34].[ClH:35].[Li:17][CH2:18][CH2:19][CH2:20][CH3:21].[O:36]1[CH2:37][CH2:38][CH2:39][CH2:40]1>>[C:1]([CH3:2])([CH3:3])([CH3:4])[O:5][C:6](=[O:7])[N:8]1[CH2:9][CH:10]([C:14](=[O:15])[OH:16])[CH:11]=[CH:12][CH2:13]1. Reactants: [N+](=O)([O-])C1=CC=C(OC(C(=O)OC)C)C=C1 (methyl 2-(4-nitrophenoxy)propionate), C(C)(=O)O (acetic acid). The reagents and catalysts are [Fe] (iron). Run in C(C)(=O)OCC (ethyl acetate). Conditions: temperature 65 celsius, time 30 minute. Yields the product NC1=CC=C(OC(C(=O)OC)C)C=C1 (Methyl 2-(4-aminophenoxy)propionate). Reaction SMILES: [N+:1]([C:4]1[CH:16]=[CH:15][C:7]([O:8][CH:9]([CH3:14])[C:10]([O:12][CH3:13])=[O:11])=[CH:6][CH:5]=1)([O-])=O.C(O)(=O)C>C(OCC)(=O)C.[Fe]>[NH2:1][C:4]1[CH:5]=[CH:6][C:7]([O:8][CH:9]([CH3:14])[C:10]([O:12][CH3:13])=[O:11])=[CH:15][CH:16]=1. Procedure: A solution of methyl 2-(4-nitrophenoxy)propionate (10 g, 0.044 mol) in ethyl acetate is added dropwise to a mixture of iron dust (7.37 g, 0.132 mol) in a 5% acetic acid solution at 65° C. The reaction mixture is stirred at 65° C. for 30 minutes, cooled to room temperature and filtered through diatomaceous earth. The resultant filtrate is diluted with water and extracted with ethyl acetate. The organic extracts are combined, washed sequentially with saturated sodium hydrogen carbonate solution an... Starting materials: NC1=C(C=CC=C1)NC(C(CC(N1CCC(CC1)N1C(NC2=CC=CC=C2C1)=O)=O)CC1=CC2C=NNC2C(=C1)C)=O (N-(2-aminophenyl)-2-((7-methyl-3a,7a-dihydro-1H-indazol-5-yl)methyl)-4-oxo-4-(4-(2-oxo-1,2-dihydroquinazolin-3(4H)-yl)piperidin-1-yl)butanamide). Run in ClCCCl (1,2-dichloroethane), C(C)(=O)O (acetic acid). Yields the product N1C(=NC2=C1C=CC=C2)C(CC(=O)N2CCC(CC2)N2C(NC1=CC=CC=C1C2)=O)CC2=CC1C=NNC1C(=C2)C (3-(1-(3-(1H-Benzo[d]imidazol-2-yl)-4-(7-methyl-3a,7a-dihydro-1H-indazol-5-yl)butanoyl)piperidin-4-yl)-3,4-dihydroquinazolin-2(1H)-one). As a reaction SMILES: [NH2:1][C:2]1[CH:7]=[CH:6][CH:5]=[CH:4][C:3]=1[NH:8][C:9](=O)[CH:10]([CH2:31][C:32]1[CH:40]=[C:39]([CH3:41])[CH:38]2[CH:34]([CH:35]=[N:36][NH:37]2)[CH:33]=1)[CH2:11][C:12](=[O:30])[N:13]1[CH2:18][CH2:17][CH:16]([N:19]2[CH2:28][C:27]3[C:22](=[CH:23][CH:24]=[CH:25][CH:26]=3)[NH:21][C:20]2=[O:29])[CH2:15][CH2:14]1>ClCCCl.C(O)(=O)C>[NH:1]1[C:2]2[CH:7]=[CH:6][CH:5]=[CH:4][C:3]=2[N:8]=[C:9]1[CH:10]([CH2:31][C:32]1[CH:40]=[C:39]([CH3:41])[CH:38]2[CH:34]([CH:35]=[N:36][NH:37]2)[CH:33]=1)[CH2:11][C:12]([N:13]1[CH2:14][CH2:15][CH:16]([N:19]2[CH2:28][C:27]3[C:22](=[CH:23][CH:24]=[CH:25][CH:26]=3)[NH:21][C:20]2=[O:29])[CH2:17][CH2:18]1)=[O:30]. Procedure: A solution of N-(2-aminophenyl)-2-((7-methyl-3a,7a-dihydro-1H-indazol-5-yl)methyl)-4-oxo-4-(4-(2-oxo-1,2-dihydroquinazolin-3(4H)-yl)piperidin-1-yl)butanamide in 1,2-dichloroethane (8 mL) and acetic acid (1 mL) was heated under nitrogen at 65° C. for 5 h. The solvent was evaporated and the residue taken up in ethyl acetate (20 mL). The ethyl acetate layer was washed with 1M sodium hydroxide (5 mL) and water (2×5 mL), dried, filtered and concentrated. The final product was obtained by flash chroma... Starting materials: Cc1ccc(CCOc2ccc(NC(=O)Cl)cc2)cc1, Cc1ccccc1. The product is Cc1ccc(CCOc2ccc(N=C=O)cc2)cc1. Reaction SMILES: [CH3:1][c:2]1[cH:3][cH:4][c:5]([CH2:8][CH2:9][O:10][c:11]2[cH:12][cH:13][c:14]([NH:17][C:18](=[O:19])[Cl:20])[cH:15][cH:16]2)[cH:6][cH:7]1.[CH3:21][c:22]1[cH:23][cH:24][cH:25][cH:26][cH:27]1>>[CH3:1][c:2]1[cH:3][cH:4][c:5]([CH2:8][CH2:9][O:10][c:11]2[cH:12][cH:13][c:14]([N:17]=[C:18]=[O:19])[cH:15][cH:16]2)[cH:6][cH:7]1. The reactants are C1CCOC1, C=CCCCN(C)C(=O)NC(C(=O)OC)C(C)C, [Li+], [OH-]. The product is C=CCCCN(C)C(=O)NC(C(=O)O)C(C)C. RXN SMILES: [CH2:21]1[O:22][CH2:23][CH2:24][CH2:25]1.[CH3:1][CH:2]([CH:3]([C:4](=[O:5])[O:6][CH3:7])[NH:8][C:9](=[O:10])[N:11]([CH2:12][CH2:13][CH2:14][CH:15]=[CH2:16])[CH3:17])[CH3:18].[Li+:20].[OH-:19]>>[CH3:1][CH:2]([CH:3]([C:4](=[O:5])[OH:6])[NH:8][C:9](=[O:10])[N:11]([CH2:12][CH2:13][CH2:14][CH:15]=[CH2:16])[CH3:17])[CH3:18]. Starting materials: NC1[C@@H]2N(C(=C(CS2)C(C)SC2=NN=NN2)C(=O)O)C1=O (7-amino-3-(1-methyl-1H-tetrazol-5-ylthiomethyl)-3-cephem-4-carboxylic acid), C[Si](C)(C)CC(=O)N (trimethylsilylacetamide), C([O-])(O)=O.[Na+] (sodium bicarbonate), CON=C(C(=O)O)C1=NSC(=N1)N (2-methoxyimino-2-(5-amino-1,2,4-thiadiazol-3-yl)acetic acid), P(=O)(Cl)(Cl)Cl (phosphorus oxychloride). The solvent is C(Cl)Cl (methylene chloride), CN(C=O)C (N,N-dimethylformamide), C(Cl)Cl (methylene chloride). Conditions: time 30 minute. Yields the product CON=C(C(=O)NC1[C@@H]2N(C(=C(CS2)C(C)SC2=NN=NN2)C(=O)O)C1=O)C1=NSC(=N1)N (7-[2-Methoxyimino-2-(5-amino-1,2,4-thiadiazol-3-yl)acetamido]-3-(1-methyl-1H-tetrazol-5-ylthiomethyl)-3-cephem-4-carboxylic acid). Isolated yield 47.3%. RXN SMILES: [CH3:1][O:2][N:3]=[C:4]([C:8]1[N:12]=[C:11]([NH2:13])[S:10][N:9]=1)[C:5]([OH:7])=O.P(Cl)(Cl)(Cl)=O.[NH2:19][CH:20]1[C:38](=[O:39])[N:22]2[C:23]([C:35]([OH:37])=[O:36])=[C:24]([CH:27]([S:29][C:30]3[NH:34][N:33]=[N:32][N:31]=3)[CH3:28])[CH2:25][S:26][C@H:21]12.C[Si](CC(N)=O)(C)C.C(=O)(O)[O-].[Na+]>C(Cl)Cl.CN(C)C=O>[CH3:1][O:2][N:3]=[C:4]([C:8]1[N:12]=[C:11]([NH2:13])[S:10][N:9]=1)[C:5]([NH:19][CH:20]1[C:38](=[O:39])[N:22]2[C:23]([C:35]([OH:37])=[O:36])=[C:24]([CH:27]([S:29][C:30]3[NH:31][N:32]=[N:33][N:34]=3)[CH3:28])[CH2:25][S:26][C@H:21]12)=[O:7] |f:4.5|. Reported procedure: A mixture of 2-methoxyimino-2-(5-amino-1,2,4-thiadiazol-3-yl)acetic acid (syn isomer) (100 mg) and phosphorus oxychloride (306 mg) in methylene chloride (5 ml) was stirred for 30 minutes at ambient temperature. To the mixture was added N,N-dimethylformamide (0.2 ml) under cooling in an ice-bath, followed by stirring for 30 minutes. A mixture of 7-amino-3-(1-methyl-1H-tetrazol-5-ylthiomethyl)-3-cephem-4-carboxylic acid (300 mg) and trimethylsilylacetamide (0.9 g) in methylene chloride (9 ml) was ... Starting materials: ClCSC (chloromethyl methylthioether), ClC1=C(CNCCC=2SC=CC2)C=CC=C1 (N-(2-chloro-benzyl)-2-(2-thienyl)ethylamine), O (water), ClCSC (chloromethylmethylthioether). The solvent is CS(=O)C (dimethylsulfoxide). Reaction conditions: temperature 60 celsius. Yields the product Cl.ClC1=C(CN2CC3=C(CC2)SC=C3)C=CC=C1 (5-(2-chloro-benzyl)-4,5,6,7-tetrahydro-thieno[3,2-c]pyridine hydrochloride). The yield is 142.2%. RXN SMILES: [Cl:1][C:2]1[CH:16]=[CH:15][CH:14]=[CH:13][C:3]=1[CH2:4][NH:5][CH2:6][CH2:7][C:8]1[S:9][CH:10]=[CH:11][CH:12]=1.Cl[CH2:18]SC.O>CS(C)=O>[ClH:1].[Cl:1][C:2]1[CH:16]=[CH:15][CH:14]=[CH:13][C:3]=1[CH2:4][N:5]1[CH2:6][CH2:7][C:8]2[S:9][CH:10]=[CH:11][C:12]=2[CH2:18]1 |f:4.5|. Procedure: To 52 g (0.2 M) N-(2-chloro-benzyl)-2-(2-thienyl)ethylamine dissolved in 60 ml dimethylsulfoxide and heated at 60° C. are added, over 30 minutes, 51 g (0.3 M) crude chloromethylmethylthioether prepared in step (a) above. The temperature of the reaction medium increases gradually and it is maintained at 80°-85° C, throughout the addition step, by cooling with water. When addition of chloromethyl methylthioether is completed, the medium is cooled to 6° C. The desired product precipitates out readi... Starting materials: C(#N)C=1C=C(C(=NC1)F)C (5-cyano-2-fluoro-3-methylpyridine), CC1NCCCC1 (2-methylpiperidine). Run at temperature 90 celsius, time 16 hour. Product: CC=1C(=NC=C(C#N)C1)N1C(CCCC1)C (5-methyl-6-(2-methylpiperidin-1-yl)nicotinonitrile). RXN SMILES: [C:1]([C:3]1[CH:4]=[C:5]([CH3:10])[C:6](F)=[N:7][CH:8]=1)#[N:2].[CH3:11][CH:12]1[CH2:17][CH2:16][CH2:15][CH2:14][NH:13]1>>[CH3:10][C:5]1[C:6]([N:13]2[CH2:14][CH2:15][CH2:16][CH2:17][CH:12]2[CH3:11])=[N:7][CH:8]=[C:3]([CH:4]=1)[C:1]#[N:2]. Procedure: A mixture of 5-cyano-2-fluoro-3-methylpyridine (Molekula M52391889; 1.5 g; 11 mmol; 1 eq.) and 2-methylpiperidine (5.2 mL; 44.1 mmol; 4 eq.) was stirred at 90° C. for 16 hours. Reactants: CCOC(=O)N(C)C1CCN(Cc2ccccc2)CC1, CC(=O)O. The product is CCOC(=O)N(C)C1CCNCC1. RXN SMILES: [CH2:1]([c:2]1[cH:3][cH:4][cH:5][cH:6][cH:7]1)[N:8]1[CH2:9][CH2:10][CH:11]([N:14]([C:15]([O:16][CH2:17][CH3:18])=[O:19])[CH3:20])[CH2:12][CH2:13]1.[CH3:21][C:22](=[O:23])[OH:24]>>[NH:8]1[CH2:9][CH2:10][CH:11]([N:14]([C:15]([O:16][CH2:17][CH3:18])=[O:19])[CH3:20])[CH2:12][CH2:13]1.